The task is: describe an organic reaction: reactants, conditions, products, and yield. This data is from the Open Reaction Database (ORD), a public repository of structured organic reaction records. Starting materials: C1CNCCN1, CCCCCC, CCO, CCOC(=O)CC(=O)c1cc(F)c(Cl)nc1Nc1ccc(F)cc1F. The product is CCOC(=O)CC(=O)c1cc(F)c(N2CCNCC2)nc1Nc1ccc(F)cc1F. RXN SMILES: [CH2:1]1[CH2:2][NH:3][CH2:4][CH2:5][NH:6]1.[CH3:32][CH2:33][CH2:34][CH2:35][CH2:36][CH3:37].[CH3:38][CH2:39][OH:40].[Cl:7][c:8]1[n:9][c:10]([NH:23][c:24]2[c:25]([F:31])[cH:26][c:27]([F:30])[cH:28][cH:29]2)[c:11]([C:12](=[O:13])[CH2:14][C:15](=[O:16])[O:17][CH2:18][CH3:19])[cH:20][c:21]1[F:22]>>[CH2:1]1[CH2:2][N:3]([c:8]2[n:9][c:10]([NH:23][c:24]3[c:25]([F:31])[cH:26][c:27]([F:30])[cH:28][cH:29]3)[c:11]([C:12](=[O:13])[CH2:14][C:15](=[O:16])[O:17][CH2:18][CH3:19])[cH:20][c:21]2[F:22])[CH2:4][CH2:5][NH:6]1. Reactants: N(=[N+]=[N-])CC1=CC=C2C=CC=NC2=C1 (7-(Azidomethyl)quinoline). Reagents/catalysts: [Ni] (Raney nickel). Run in CO (methanol). Yields the product N1=CC=CC2=CC=C(C=C12)CN (Quinolin-7-ylmethanamine). The yield is 98.7%. Reaction SMILES: [N:1]([CH2:4][C:5]1[CH:14]=[C:13]2[C:8]([CH:9]=[CH:10][CH:11]=[N:12]2)=[CH:7][CH:6]=1)=[N+]=[N-]>[Ni].CO>[N:12]1[C:13]2[C:8](=[CH:7][CH:6]=[C:5]([CH2:4][NH2:1])[CH:14]=2)[CH:9]=[CH:10][CH:11]=1. Procedure: 7-(Azidomethyl)quinoline (1.1 g, 5.7 mmol) was hydrogenated (1 atm) in the presence of Raney nickel (1.5 g, 26 mmol) in methanol (30 mL) until completion of the reaction. Catalyst was filtered off and the filtrate was concentrated under reduced pressure to a yellow oil which was dissolved in EtOAc (32 mL) and extracted with 1N hydrochloric acid (3×32 mL). The combined acidic aqueous phases were adjust to pH˜10 with 1N sodium hydroxide solution, and extracted with EtOAc (3×35 mL). The combined or...